Dataset: the Open Reaction Database (ORD), a public repository of structured organic reaction records. Task: describe an organic reaction: reactants, conditions, products, and yield Reactants: BrC=1C=2C3=C(C(NC2C=CC1OC)=O)SC=C3 (9-bromo-8-methoxythieno[2,3-c]quinolin-4(5H)-one), CC1(OB(OC1(C)C)C1=CC=C(C=C1)C(C)NC(OC(C)(C)C)=O)C (tert-butyl 1-(4-(4,4,5,5-tetramethyl-1,3,2-dioxaborolan-2-yl)phenyl)ethylcarbamate). Product: COC1=C(C=2C3=C(C(NC2C=C1)=O)SC=C3)C3=CC=C(C=C3)C(C)NC(OC(C)(C)C)=O (tert-Butyl 1-(4-(8-methoxy-4-oxo-4,5-dihydrothieno[2,3-c]quinolin-9-yl)phenyl)ethylcarbamate). The yield is 39.7%. RXN SMILES: Br[C:2]1[C:3]2[C:4]3[CH:17]=[CH:16][S:15][C:5]=3[C:6](=[O:14])[NH:7][C:8]=2[CH:9]=[CH:10][C:11]=1[O:12][CH3:13].CC1(C)C(C)(C)OB([C:26]2[CH:31]=[CH:30][C:29]([CH:32]([NH:34][C:35](=[O:41])[O:36][C:37]([CH3:40])([CH3:39])[CH3:38])[CH3:33])=[CH:28][CH:27]=2)O1>>[CH3:13][O:12][C:11]1[CH:10]=[CH:9][C:8]2[NH:7][C:6](=[O:14])[C:5]3[S:15][CH:16]=[CH:17][C:4]=3[C:3]=2[C:2]=1[C:26]1[CH:27]=[CH:28][C:29]([CH:32]([NH:34][C:35](=[O:41])[O:36][C:37]([CH3:40])([CH3:39])[CH3:38])[CH3:33])=[CH:30][CH:31]=1. Procedure: Following General Procedure B, 9-bromo-8-methoxythieno[2,3-c]quinolin-4(5H)-one (600 mg, 1.9 mmol) was reacted with tert-butyl 1-(4-(4,4,5,5-tetramethyl-1,3,2-dioxaborolan-2-yl)phenyl)ethylcarbamate (1.34 g, 3.87 mmol) to afford the desired product (340 mg, 39%) as a brown solid: ESI MS m/z 451 [C25H26N2O4S+H]+.